From a dataset of the Open Reaction Database (ORD), a public repository of structured organic reaction records. describe an organic reaction: reactants, conditions, products, and yield Starting materials: [N+](=O)([O-])C1=CC=C(C=N1)NS(=O)(=O)C (N-(6-nitro-pyridin-3-yl)-methanesulfonamide), [Cl-].[NH4+] (ammonium chloride). Reagents/catalysts: [Zn] (zinc). The solvent is CO (methanol), O (water). Run at temperature 25 celsius, time 5 minute. Yields the product NC1=CC=C(C=N1)NS(=O)(=O)C (N-(6-amino-pyridin-3-yl)-methanesulfonamide). The yield is 76.5%. As a reaction SMILES: [N+:1]([C:4]1[N:9]=[CH:8][C:7]([NH:10][S:11]([CH3:14])(=[O:13])=[O:12])=[CH:6][CH:5]=1)([O-])=O.[Cl-].[NH4+]>CO.O.[Zn]>[NH2:1][C:4]1[N:9]=[CH:8][C:7]([NH:10][S:11]([CH3:14])(=[O:13])=[O:12])=[CH:6][CH:5]=1 |f:1.2|. Procedure details: A solution of N-(6-nitro-pyridin-3-yl)-methanesulfonamide (298 mg, 1.37 mmol) in methanol (8.3 mL) was treated with a solution of ammonium chloride (154 mg, 2.88 mmol) in water (1 mL). This solution was stirred at 25° C. for 5 min. At this time, zinc dust (879 mg, 13.44 mmol) was added to the reaction. The resulting reaction mixture was then heated under reflux for 3 h. At this time, the reaction was cooled to 25° C. and then was filtered through a pad of celite (9/1 methylene chloride/methanol ... Starting materials: [Al+3], ClCCl, CC(=O)Cl, COc1cccc(NC(C)=O)c1, [Cl-], [Cl-], [Cl-]. The product is COc1cc(NC(C)=O)ccc1C(C)=O. RXN SMILES: [Al+3:18].[CH2:21]([Cl:22])[Cl:23].[CH3:13][C:14]([Cl:15])=[O:16].[CH3:1][O:2][c:3]1[cH:4][c:5]([NH:9][C:10]([CH3:11])=[O:12])[cH:6][cH:7][cH:8]1.[Cl-:17].[Cl-:19].[Cl-:20]>>[CH3:1][O:2][c:3]1[cH:4][c:5]([NH:9][C:10]([CH3:11])=[O:12])[cH:6][cH:7][c:8]1[C:14]([CH3:13])=[O:16]. Reactants: O1C[C@H](CC1)OC1=NC(=NC=C1)N ((S)-4-((tetrahydrofuran-3-yl)oxy)pyrimidin-2-amine), O1C[C@H](CC1)OC1=NC(=NC=C1)N ((S)-4-((tetrahydrofuran-3-yl)oxy)pyrimidin-2-amine), C1CC(=O)N(C1=O)Br (NBS). The solvent is C(Cl)Cl (DCM), C(Cl)Cl (DCM). Conditions: temperature 25 celsius, time 1 hour. The product is BrC=1C(=NC(=NC1)N)O[C@@H]1COCC1 ((S)-5-bromo-4-((tetrahydrofuran-3-yl)oxy)pyrimidin-2-amine). Reaction SMILES: [O:1]1[CH2:5][CH2:4][C@H:3]([O:6][C:7]2[CH:12]=[CH:11][N:10]=[C:9]([NH2:13])[N:8]=2)[CH2:2]1.C1C(=O)N([Br:21])C(=O)C1>C(Cl)Cl>[Br:21][C:12]1[C:7]([O:6][C@H:3]2[CH2:4][CH2:5][O:1][CH2:2]2)=[N:8][C:9]([NH2:13])=[N:10][CH:11]=1. Procedure: (S)-4-((tetrahydrofuran-3-yl)oxy)pyrimidin-2-amine (intermediate 62, 33 mg, 0.182 mmol) was dissolved in DCM (4 ml), treated with NBS (35.7 mg, 0.200 mmol) and stirred at 25° C. for 1 h. The reaction solution was diluted in DCM and washed with NaOH (1 M in water) and brine. The organic layer was dried over Na2SO4, filtered and concentrated under vacuum to obtain the title compound as a white solid. (UPLC-MS 3) tR 0.67 min; ESI-MS 260.1, 262.0 [M+H]+. Reactants: CO (methanol), FC1=C2C(=C(N(C2=C(C=C1)C#CC1=CC=C(C=C1)OCCCCC1=C(C(=C(C=C1F)F)F)F)CCCC(=O)[O-])C)CCCC(=O)[O-].[Na+].[Na+] (Disodium 4,4′-[4-fluoro-2-methyl-7-({4-[4-(2,3,4,6-tetrafluorophenyl)butoxy]phenyl}ethynyl)-1H-indole-1,3-diyl]dibutanoate), CC(=O)C (acetone). The solvent is O (water). Run at temperature 2 celsius. The product is O.FC1=C2C(=C(N(C2=C(C=C1)C#CC1=CC=C(C=C1)OCCCCC1=C(C(=C(C=C1F)F)F)F)CCCC(=O)[O-])C)CCCC(=O)[O-].[Na+].[Na+] (Disodium 4,4′-[4-fluoro-2-methyl-7-({4-[4-(2,3,4,6-tetrafluorophenyl)butoxy]phenyl}ethynyl)-1H-indole-1,3-diyl]dibutanoate Hydrate). Yield: 178.8%. As a reaction SMILES: [F:1][C:2]1[CH:10]=[CH:9][C:8]([C:11]#[C:12][C:13]2[CH:18]=[CH:17][C:16]([O:19][CH2:20][CH2:21][CH2:22][CH2:23][C:24]3[C:29]([F:30])=[CH:28][C:27]([F:31])=[C:26]([F:32])[C:25]=3[F:33])=[CH:15][CH:14]=2)=[C:7]2[C:3]=1[C:4]([CH2:41][CH2:42][CH2:43][C:44]([O-:46])=[O:45])=[C:5]([CH3:40])[N:6]2[CH2:34][CH2:35][CH2:36][C:37]([O-:39])=[O:38].[Na+:47].[Na+].CO.CC(C)=O>O>[OH2:19].[F:1][C:2]1[CH:10]=[CH:9][C:8]([C:11]#[C:12][C:13]2[CH:18]=[CH:17][C:16]([O:19][CH2:20][CH2:21][CH2:22][CH2:23][C:24]3[C:29]([F:30])=[CH:28][C:27]([F:31])=[C:26]([F:32])[C:25]=3[F:33])=[CH:15][CH:14]=2)=[C:7]2[C:3]=1[C:4]([CH2:41][CH2:42][CH2:43][C:44]([O-:46])=[O:45])=[C:5]([CH3:40])[N:6]2[CH2:34][CH2:35][CH2:36][C:37]([O-:39])=[O:38].[Na+:47].[Na+:47] |f:0.1.2,6.7.8.9|. Procedure details: The compound (8.5 g) prepared in Example 59 was dissolved in water (22 mL) and methanol (22 mL) at 60° C. To the solution, acetone (430 mL) was added at room temperature and cooled to 2° C. The precipitated solid was filtered and dried at 50° C. under reduced pressure to obtain the title compound (7.8 g) having the following physical properties. Reactants: CCCCCCCCCCCCCCCC(=O)Cl, O=C([O-])O, CN(C)C=O, O=c1[nH]c(=O)c2ncn(C3OC(CO)C(O)C3O)c2[nH]1, [Na+], O, O. Yields the product CCCCCCCCCCCCCCCC(=O)C1(n2cnc3c(=O)[nH]c(=O)[nH]c32)OC(CO)C(O)C1O. Reaction SMILES: [C:23]([CH2:24][CH2:25][CH2:26][CH2:27][CH2:28][CH2:29][CH2:30][CH2:31][CH2:32][CH2:33][CH2:34][CH2:35][CH2:36][CH2:37][CH3:38])(=[O:39])[Cl:40].[C:41](=[O:42])([OH:43])[O-:44].[CH3:46][N:47]([CH3:48])[CH:49]=[O:50].[CH:3]1([n:12]2[cH:13][n:14][c:15]3[c:16](=[O:17])[nH:18][c:19](=[O:20])[nH:21][c:22]23)[CH:4]([OH:5])[CH:6]([OH:7])[CH:8]([CH2:9][OH:10])[O:11]1.[Na+:45].[OH2:1].[OH2:2]>>[C:3]1([n:12]2[cH:13][n:14][c:15]3[c:16](=[O:17])[nH:18][c:19](=[O:20])[nH:21][c:22]23)([C:23]([CH2:24][CH2:25][CH2:26][CH2:27][CH2:28][CH2:29][CH2:30][CH2:31][CH2:32][CH2:33][CH2:34][CH2:35][CH2:36][CH2:37][CH3:38])=[O:39])[CH:4]([OH:5])[CH:6]([OH:7])[CH:8]([CH2:9][OH:10])[O:11]1. Starting materials: O=Cc1ccc([N+](=O)[O-])c(OCc2ccccc2)c1, CC(=O)O, Cc1ccccc1, CC(=O)Cc1ccccc1. Product: CC(=O)C(=Cc1ccc([N+](=O)[O-])c(OCc2ccccc2)c1)c1ccccc1. As a reaction SMILES: [CH2:1]([c:2]1[cH:3][cH:4][cH:5][cH:6][cH:7]1)[O:8][c:9]1[cH:10][c:11]([CH:12]=[O:13])[cH:14][cH:15][c:16]1[N+:17](=[O:18])[O-:19].[CH3:30][C:31](=[O:32])[OH:33].[CH3:34][c:35]1[cH:36][cH:37][cH:38][cH:39][cH:40]1.[c:20]1([CH2:26][C:27]([CH3:28])=[O:29])[cH:21][cH:22][cH:23][cH:24][cH:25]1>>[CH2:1]([c:2]1[cH:3][cH:4][cH:5][cH:6][cH:7]1)[O:8][c:9]1[cH:10][c:11]([CH:12]=[C:26]([c:20]2[cH:21][cH:22][cH:23][cH:24][cH:25]2)[C:27]([CH3:28])=[O:29])[cH:14][cH:15][c:16]1[N+:17](=[O:18])[O-:19].